From a dataset of the Open Reaction Database (ORD), a public repository of structured organic reaction records. describe an organic reaction: reactants, conditions, products, and yield Reactants: NC1=C(C(=NO1)C)Br (5-amino-4-bromo-3-methylisoxazole), IC1=CC=C(C=C1)S(=O)(=O)Cl (4-iodobenzenesulfonyl chloride). The product is IC1=CC=C(C=C1)S(=O)(=O)NC1=C(C(=NO1)C)Br (4-Iodo-N-(4-bromo-3-methyl-5-isoxazolyl)benzenesulfonamide). Yield: 65.0%. Reaction SMILES: [NH2:1][C:2]1[O:6][N:5]=[C:4]([CH3:7])[C:3]=1[Br:8].[I:9][C:10]1[CH:15]=[CH:14][C:13]([S:16](Cl)(=[O:18])=[O:17])=[CH:12][CH:11]=1>>[I:9][C:10]1[CH:15]=[CH:14][C:13]([S:16]([NH:1][C:2]2[O:6][N:5]=[C:4]([CH3:7])[C:3]=2[Br:8])(=[O:18])=[O:17])=[CH:12][CH:11]=1. Reported procedure: 4-Iodo-N-(4-bromo-3-methyl-5-isoxazolyl)benzenesulfonamide was prepared from 5-amino-4-bromo-3-methylisoxazole and 4-iodobenzenesulfonyl chloride according to the procedures described in Example 1b. The crude product was purified by recrystallization from ethyl acetate/hexanes to give a yellow powder, m.p. 166°-173° C., yield 65 %. Starting materials: Cl.NC=1NCCCN1 (2-amino-1,4,5,6-tetrahydropyrimidine hydrochloride), [OH-].[Na+] (NaOH), [O-]S(=O)(=O)[O-].[Na+].[Na+] (Na2SO4), CC=1C(=C(C=CC1)N=C=O)C(F)(F)F (methyl-2-trifluoromethylphenyl isocyanate). The solvent is C1CCOC1 (THF), C1CCOC1 (THF). Run at time 0.75 hour. Yields the product O.Cl.N1C(=NCCC1)NC(=O)NC1=C(C=CC=C1)C(F)(F)F (N-(1,4,5,6 -tetrahydropyrimidin-2-yl)-N'-(2-trifluoromethylphenyl)urea monohydrochloride hydrate). Reaction SMILES: [ClH:1].[NH2:2][C:3]1[NH:4][CH2:5][CH2:6][CH2:7][N:8]=1.[OH-].[Na+].[O-:11]S([O-])(=O)=O.[Na+].[Na+].C[C:19]1[C:20]([C:28]([F:31])([F:30])[F:29])=[C:21]([N:25]=[C:26]=[O:27])[CH:22]=[CH:23][CH:24]=1>C1COCC1>[OH2:11].[ClH:1].[NH:8]1[CH2:7][CH2:6][CH2:5][N:4]=[C:3]1[NH:2][C:26]([NH:25][C:21]1[CH:22]=[CH:23][CH:24]=[CH:19][C:20]=1[C:28]([F:29])([F:30])[F:31])=[O:27] |f:0.1,2.3,4.5.6,9.10.11|. Reported procedure: A mixture of 9.90 g (0.073 mol) of 2-amino-1,4,5,6-tetrahydropyrimidine hydrochloride, 6.0 g (0.075 mol) of 50% NaOH and 75 ml of THF was stirred for 0.75 hours at room temperature and then 10 g. Na2SO4 was added. After stirring for 0.5 hours, a solution of 9.36 g. (0.050 mol) of methyl-2-trifluoromethylphenyl isocyanate in 50 ml of THF was added over a period of 0.5 hours. After stirring for 1 hour, the reaction mixture was filtered, the filtrate evaporated in vacuo and the residue dissolved in... The reactants are FC(C1=C(N)C=CC=C1)(F)F (2-(trifluoromethyl)aniline), FC(C(C(C(F)(F)F)(F)I)(F)F)(F)F (nonafluoro-s-butyliodide). Product: FC(C(C(C(F)(F)F)(F)F)(C1=CC(=C(N)C=C1)C(F)(F)F)F)(F)F (4-(perfluorobutan-2-yl)-2-(trifluoromethyl)aniline). RXN SMILES: [F:1][C:2]([F:11])([F:10])[C:3]1[CH:9]=[CH:8][CH:7]=[CH:6][C:4]=1[NH2:5].[F:12][C:13]([F:25])([F:24])[C:14]([F:23])([F:22])[C:15](I)([F:20])[C:16]([F:19])([F:18])[F:17]>>[F:17][C:16]([F:18])([F:19])[C:15]([F:20])([C:8]1[CH:7]=[CH:6][C:4]([NH2:5])=[C:3]([C:2]([F:10])([F:11])[F:1])[CH:9]=1)[C:14]([F:22])([F:23])[C:13]([F:25])([F:24])[F:12]. Reported procedure: According to the method of 1-1 of Example 1, a target compound was prepared from 2-(trifluoromethyl)aniline and nonafluoro-s-butyliodide under the light-shielding reaction condition. The reactants are CC(C)(C)OC(=O)NCCCCN1CCN(CCCCC(=O)O)CC1, O=C(n1ccnc1)n1ccnc1, CC(C)(C)OC(=O)N1CCNCC1, ClCCl. Yields the product CC(C)(C)OC(=O)NCCCCN1CCN(CCCCC(=O)N2CCN(C(=O)OC(C)(C)C)CC2)CC1. RXN SMILES: [C:13]([CH3:14])([CH3:15])([CH3:16])[O:17][C:18](=[O:19])[NH:20][CH2:21][CH2:22][CH2:23][CH2:24][N:25]1[CH2:26][CH2:27][N:28]([CH2:31][CH2:32][CH2:33][CH2:34][C:35](=[O:36])[OH:37])[CH2:29][CH2:30]1.[C:1]([n:2]1[cH:3][cH:4][n:5][cH:6]1)([n:7]1[cH:8][cH:9][n:10][cH:11]1)=[O:12].[C:38](=[O:39])([O:40][C:41]([CH3:42])([CH3:43])[CH3:44])[N:45]1[CH2:46][CH2:47][NH:48][CH2:49][CH2:50]1.[Cl:51][CH2:52][Cl:53]>>[C:13]([CH3:14])([CH3:15])([CH3:16])[O:17][C:18](=[O:19])[NH:20][CH2:21][CH2:22][CH2:23][CH2:24][N:25]1[CH2:26][CH2:27][N:28]([CH2:31][CH2:32][CH2:33][CH2:34][C:35](=[O:37])[N:48]2[CH2:47][CH2:46][N:45]([C:38](=[O:39])[O:40][C:41]([CH3:42])([CH3:43])[CH3:44])[CH2:50][CH2:49]2)[CH2:29][CH2:30]1. Starting materials: CC(CC(=O)O)CC(=O)CCCCCCCCCCC(=O)O, [K+], NN, [OH-], O, OCCOCCO. Yields the product CC(CCCCCCCCCCCCC(=O)O)CC(=O)O. RXN SMILES: [CH3:1][CH:2]([CH2:3][C:4](=[O:5])[OH:6])[CH2:7][C:8]([CH2:9][CH2:10][CH2:11][CH2:12][CH2:13][CH2:14][CH2:15][CH2:16][CH2:17][CH2:18][C:19](=[O:20])[OH:21])=[O:22].[K+:24].[NH2:26][NH2:27].[OH-:23].[OH2:25].[OH:28][CH2:29][CH2:30][O:31][CH2:32][CH2:33][OH:34]>>[CH3:1][CH:2]([CH2:3][C:4](=[O:5])[OH:6])[CH2:7][CH2:8][CH2:9][CH2:10][CH2:11][CH2:12][CH2:13][CH2:14][CH2:15][CH2:16][CH2:17][CH2:18][C:19](=[O:20])[OH:21]. Reaction SMILES: [C:1]([CH3:2])([CH3:3])([CH3:4])[O:5][C:6]([N:7]([CH2:8][CH2:9][c:10]1[c:11]([N+:16]([O-:17])=[O:18])[cH:12][cH:13][cH:14][cH:15]1)[CH3:19])=[O:20].[CH3:21][CH2:22][OH:23]>>[C:1]([CH3:2])([CH3:3])([CH3:4])[O:5][C:6]([N:7]([CH2:8][CH2:9][c:10]1[c:11]([NH2:16])[cH:12][cH:13][cH:14][cH:15]1)[CH3:19])=[O:20]. Yields the product CN(CCc1ccccc1N)C(=O)OC(C)(C)C. Reactants: CN(CCc1ccccc1[N+](=O)[O-])C(=O)OC(C)(C)C, CCO. Reactants: [Cl-].[Na+] (sodium chloride), C1(CCCCC1)NC1CCCCC1 (dicyclohexylamine), BrC1=CC=C(N(C)C)C=C1 (4-bromo-N,N-dimethylaniline), CC(C)(C#C)O (2-methyl-3-butyne-2-ol). Reagents/catalysts: C(C)(=O)[O-].[Pd+2].C(C)(=O)[O-] (palladium (II) acetate), C1(=CC=CC=C1)[B-](C1=CC=CC=C1)(C1=CC=CC=C1)C1=CC=CC=C1.C(C)(C)(C)[PH+](C(C)(C)C)C(C)(C)C (tri-tert-butylphosphonium tetraphenylborate), [Cu]I (copper (I) iodide). Run in C1(=CC=CC=C1)C (toluene), O1CCCC1 (tetrahydrofuran), O1CCCC1 (tetrahydrofuran). Product: CN(C)C1=C(C=CC=C1)C#CC(C)(O)C (4-(N,N-dimethylaminophenyl)-2-methyl-3-butyne-2-ol). Isolated yield 86.2%. RXN SMILES: C1(NC2CCCCC2)CCCCC1.Br[C:15]1[CH:23]=[CH:22][C:18]([N:19]([CH3:21])[CH3:20])=[CH:17][CH:16]=1.[CH3:24][C:25]([OH:29])([C:27]#[CH:28])[CH3:26].[Cl-].[Na+]>C([O-])(=O)C.[Pd+2].C([O-])(=O)C.[Cu]I.C1([B-](C2C=CC=CC=2)(C2C=CC=CC=2)C2C=CC=CC=2)C=CC=CC=1.C([PH+](C(C)(C)C)C(C)(C)C)(C)(C)C.C1(C)C=CC=CC=1.O1CCCC1>[CH3:20][N:19]([C:18]1[CH:22]=[CH:23][CH:15]=[CH:16][C:17]=1[C:28]#[C:27][C:25]([CH3:26])([OH:29])[CH3:24])[CH3:21] |f:3.4,5.6.7,9.10|. Procedure details: A 50-ml four-necked flask was equipped with a stirrer, a thermometer and a reflux condenser. 0.034 g (0.15 mmol) of palladium (II) acetate, 0.019 g (0.1 mmol) of copper (I) iodide, 1.088 g (6 mmol) of dicyclohexylamine and 5 ml of tetrahydrofuran were weighed in the flask, followed by stirring. Further, 0.157 g (0.3 mmol) of tri-tert-butylphosphonium tetraphenylborate obtained in Example A-1 was weighed in air and added into the flask. The flask was purged with argon, followed by stirring at 30°... The reactants are CNC(=O)ON1C(=NC2=NC=C(C=C21)Cl)C(F)(F)F (1-(Methylcarbamoyloxy)-6-chloro-2-(trifluoromethyl) -1H-imidazo [4,5-b] pyridine), Cl (HCl), O (water). The solvent is CO (methanol). Reaction conditions: time 3 hour. Product: ClC1=C(C=C2C(=N1)N=C(N2)C(F)(F)F)Cl (5,6-DICHLORO-2-(TRIFLUOROMETHYL)-1H-IMIDAZO[ 4,5-b] PYRIDINE). RXN SMILES: CNC(O[N:6]1[C:14]2[C:9](=[N:10][CH:11]=[C:12]([Cl:15])[CH:13]=2)[N:8]=[C:7]1[C:16]([F:19])([F:18])[F:17])=O.[ClH:20].O>CO>[Cl:20][C:11]1[N:10]=[C:9]2[N:8]=[C:7]([C:16]([F:19])([F:18])[F:17])[NH:6][C:14]2=[CH:13][C:12]=1[Cl:15]. Procedure: 1-(Methylcarbamoyloxy)-6-chloro-2-(trifluoromethyl) -1H-imidazo [4,5-b] pyridine (250 milligrams) in 2.5milliliters of methanol was saturated with HCl. The reaction mixture was permitted to stand for three hours, then poured into water and filtered to separate the desired 5,6-dichloro-2-(trifluoromethyl)-1H-imidazo[ 4,5-b] pyridine, m.p., 280° -30° C.